Dataset: the Open Reaction Database (ORD), a public repository of structured organic reaction records. Task: describe an organic reaction: reactants, conditions, products, and yield Reactants: O=C([O-])[O-], CN(C)C=O, CI, [K+], [K+], O, O=C1CCC(c2ccc(O)cc2)CC1. The product is COc1ccc(C2CCC(=O)CC2)cc1. As a reaction SMILES: [C:17](=[O:18])([O-:19])[O-:20].[CH3:24][N:25]([CH3:26])[CH:27]=[O:28].[I:15][CH3:16].[K+:21].[K+:22].[OH2:23].[OH:1][c:2]1[cH:3][cH:4][c:5]([CH:8]2[CH2:9][CH2:10][C:11](=[O:14])[CH2:12][CH2:13]2)[cH:6][cH:7]1>>[O:1]([c:2]1[cH:3][cH:4][c:5]([CH:8]2[CH2:9][CH2:10][C:11](=[O:14])[CH2:12][CH2:13]2)[cH:6][cH:7]1)[CH3:17]. Starting materials: ClC1=C(C=CC(=C1)N1CCCC1)C(CC(=O)C=1C(=C(C(=CC1OC)OC)C1C(N(CC1)C)COC(C)=O)O)=O (acetic acid 3-{3-[3-(2-chloro-4-pyrrolidin-1-yl-phenyl)-3-oxo-propionyl]-2-hydroxy-4,6-dimethoxy-phenyl}-1-methyl-pyrrolidin-2-ylmethyl ester), C(=O)([O-])[O-].[Na+].[Na+] (Na2CO3). The solvent is Cl (HCl). Conditions: time 3 hour. The product is ClC1=C(C=CC(=C1)N1CCCC1)C=1OC2=C(C(=CC(=C2C(C1)=O)OC)OC)[C@H]1[C@@H](N(CC1)C)CO ((+)-trans-2-(2-chloro-4-pyrrolidin-1-yl-phenyl)-8-(2-hydroxymethyl-1-methyl-pyrrolidin-3-yl)-5,7-dimethoxy-chromen-4-one). As a reaction SMILES: [Cl:1][C:2]1[CH:7]=[C:6]([N:8]2[CH2:12][CH2:11][CH2:10][CH2:9]2)[CH:5]=[CH:4][C:3]=1[C:13](=[O:39])[CH2:14][C:15]([C:17]1[C:18](O)=[C:19]([CH:27]2[CH2:31][CH2:30][N:29]([CH3:32])[CH:28]2[CH2:33][O:34]C(=O)C)[C:20]([O:25][CH3:26])=[CH:21][C:22]=1[O:23][CH3:24])=[O:16].C([O-])([O-])=O.[Na+].[Na+]>Cl>[Cl:1][C:2]1[CH:7]=[C:6]([N:8]2[CH2:12][CH2:11][CH2:10][CH2:9]2)[CH:5]=[CH:4][C:3]=1[C:13]1[O:39][C:18]2[C:17]([C:15](=[O:16])[CH:14]=1)=[C:22]([O:23][CH3:24])[CH:21]=[C:20]([O:25][CH3:26])[C:19]=2[C@@H:27]1[CH2:31][CH2:30][N:29]([CH3:32])[C@H:28]1[CH2:33][OH:34] |f:1.2.3|. Procedure details: To a solution of n-BuLi (1.6 M in hexane, 3 mL, 4.8 mmol) in THF (10 mL), maintained at 0° C. under nitrogen atmosphere, hexamethyldisilazane (1 mL, 4.75 mmol) was added dropwise and stirred for 15 min. To this, a solution of the compound of example (55)(1.37 g, 2.45 mmol) in THF (5 mL) was added drop wise, maintaining the temperature at 0° C. After the addition, the reaction mixture was allowed to warm to room temperature and stirred for 2.5 hrs. The reaction mixture was acidified with dilute H... The reactants are C(C#C)Br (propargyl bromide), CNC (dimethylamine), CN(C=O)C (dimethylformamide), C(=S)=S (carbon disulfide). The solvent is O (water). Conditions: time 2 hour. Product: C(C#C)SC(N(C)C)=S (propargyl-N,N-dimethyldithiocarbamate). As a reaction SMILES: [CH3:1][NH:2][CH3:3].CN(C)C=O.[C:9](=[S:11])=[S:10].[CH2:12](Br)[C:13]#[CH:14]>O>[CH2:14]([S:10][C:9](=[S:11])[N:2]([CH3:3])[CH3:1])[C:13]#[CH:12]. Procedure details: 16.3 Grams of a 40% dimethylamine aqueous solution was added to 40 ml of dimethylformamide, and while maintaining the mixture at a temperature of 5°-10° C., 4.8 gr of carbon disulfide was added dropwise under agitation over the period of 30 minutes. Thereafter, the temperature of the mixture was maintained at a room temperature and 7.1 gr of propargyl bromide was added dropwise thereto over the period of 30 minutes. The reaction mixture was agitated at the same temperature for one hour and at 40... Reactants: C1CC2CCCC3CCCC(C1)B23, [CH3], Cl, [Li], [Na+], C1CCOC1, [OH-], CCCCCC(O)CCC1CCC(=O)C1CCCCCCC(=O)O, OO, [OH]. Yields the product CCCCCC(O)CCC1CCC(O)C1CCCCCCC(=O)O. As a reaction SMILES: [CH2:25]1[CH:26]2[B:27]3[CH:28]([CH2:29][CH2:30][CH2:31]2)[CH2:32][CH2:33][CH2:34][CH:35]3[CH2:36][CH2:37]1.[CH3:45].[ClH:43].[Li:38].[Na+:40].[O:46]1[CH2:47][CH2:48][CH2:49][CH2:50]1.[OH-:39].[OH:1][CH:2]([CH2:3][CH2:4][CH:5]1[CH2:6][CH2:7][C:8](=[O:19])[CH:9]1[CH2:10][CH2:11][CH2:12][CH2:13][CH2:14][CH2:15][C:16](=[O:17])[OH:18])[CH2:20][CH2:21][CH2:22][CH2:23][CH3:24].[OH:41][OH:42].[OH:44]>>[OH:1][CH:2]([CH2:3][CH2:4][CH:5]1[CH2:6][CH2:7][CH:8]([OH:19])[CH:9]1[CH2:10][CH2:11][CH2:12][CH2:13][CH2:14][CH2:15][C:16](=[O:17])[OH:18])[CH2:20][CH2:21][CH2:22][CH2:23][CH3:24]. Product: N (NH3), N[C@H]1[C@@H]2[C@]3(C[C@@H]4[C@H](C[C@@H]3CC[C@H]2[C@@H]2CC[C@@H]([C@@]2(C)C1)C(=O)OC)O4)C (Methyl 11α-amino-2α,3α-epoxy-5α-androstane-17β-carboxylate). Reactants: C1(=CC=C(C=C1)S(=O)(=O)O)C (Toluene-4-sulphonic acid), N[C@H]1[C@@H]2[C@]3(CC=CC[C@@H]3CC[C@H]2[C@@H]2CC[C@@H]([C@@]2(C)C1)C(=O)OC)C (methyl 11α-amino-5α-androst-2-ene-17β-carboxylate), ClC=1C=C(C(=O)OO)C=CC1 (m-chloroperoxybenzoic acid). Run at time 2 hour. Procedure details: Toluene-4-sulphonic acid (570 mg) was added to a solution of methyl 11α-amino-5α-androst-2-ene-17β-carboxylate (1.0 g) in 1,2-dichloroethane (25 ml). After 0.5 h m-chloroperoxybenzoic acid (810 mg) was added and the mixture was left for a further 2 h. The mixture was washed with NaHSO3 solution, 5% NaHCO3 solution and water. The aqueous phases were extracted with dichloromethane and the combined organic phase was dried and evaporated to leave a foam which was purified by preparative t.l.c. in Me... Yield: 70.4%. RXN SMILES: C1(C)C=CC(S(O)(=O)=[O:8])=CC=1.[NH2:12][C@@H:13]1[CH2:30][C@@:28]2([CH3:29])[C@@H:24]([CH2:25][CH2:26][C@@H:27]2[C:31]([O:33][CH3:34])=[O:32])[C@H:23]2[C@H:14]1[C@:15]1([CH3:35])[C@@H:20]([CH2:21][CH2:22]2)[CH2:19][CH:18]=[CH:17][CH2:16]1.ClC1C=C(C=CC=1)C(OO)=O>ClCCCl>[NH3:12].[NH2:12][C@@H:13]1[CH2:30][C@@:28]2([CH3:29])[C@@H:24]([CH2:25][CH2:26][C@@H:27]2[C:31]([O:33][CH3:34])=[O:32])[C@H:23]2[C@H:14]1[C@:15]1([CH3:35])[C@@H:20]([CH2:21][CH2:22]2)[CH2:19][C@@H:18]2[O:8][C@@H:17]2[CH2:16]1. Solvent: ClCCCl (1,2-dichloroethane).